This data is from the Open Reaction Database (ORD), a public repository of structured organic reaction records. The task is: describe an organic reaction: reactants, conditions, products, and yield The reactants are N(=O)[O-].[Na+] (sodium nitrite), Br (hydrobromic acid), NC=1C=CC2=C(C(=CCC=3N2C(=NN3)C)C3=C(C=CC=C3)Cl)C1 (8-amino-6-(2-chlorophenyl)-1-methyl-4H-s-triazolo[4,3-a][1]benzazepine), C(O)([O-])=O.[Na+] (sodium hydrogen carbonate). Reagents/catalysts: [Cu]Br (copper (I) bromide). The solvent is O (water), CS(=O)(=O)O (methanesulphonic acid). Run at time 5 minute. Product: BrC=1C=CC2=C(C(=CCC=3N2C(=NN3)C)C3=C(C=CC=C3)Cl)C1 (8-bromo-6-(2-chlorophenyl)-1-methyl-4H-s-triazolo[4,3-a][1] benzazepine). As a reaction SMILES: N[C:2]1[CH:3]=[CH:4][C:5]2[N:11]3[C:12]([CH3:15])=[N:13][N:14]=[C:10]3[CH2:9][CH:8]=[C:7]([C:16]3[CH:21]=[CH:20][CH:19]=[CH:18][C:17]=3[Cl:22])[C:6]=2[CH:23]=1.N([O-])=O.[Na+].C(=O)([O-])O.[Na+].[BrH:33]>CS(O)(=O)=O.O.[Cu]Br>[Br:33][C:2]1[CH:3]=[CH:4][C:5]2[N:11]3[C:12]([CH3:15])=[N:13][N:14]=[C:10]3[CH2:9][CH:8]=[C:7]([C:16]3[CH:21]=[CH:20][CH:19]=[CH:18][C:17]=3[Cl:22])[C:6]=2[CH:23]=1 |f:1.2,3.4|. Procedure details: A solution of 155 mg of 8-amino-6-(2-chlorophenyl)-1-methyl-4H-s-triazolo[4,3-a][1]benzazepine in 1 ml of 2N methanesulphonic acid is cooled to 0° and treated with a solution of 44 mg of sodium nitrite in 0.2 ml of water. The mixture is stirred at 5° for 5 minutes and then added to a solution of 206 mg of copper (I) bromide in 2.4 ml of 48% hydrobromic acid. The mixture is stirred at room temperature for a further 10 minutes, whereupon it is neutralized with sodium hydrogen carbonate solution an... Starting materials: C(C)(C)(C)C1=CC2=CC3=CC=C(C=C3C=C2C=C1)C(C)(C)C (2,6-di-tert-butyl-anthracene), C1(C=CC(C=C1)=O)=O (1,4-benzoquinone), 6,14-di-tert-butyl-9,10-dihydro-9,10[1′,2′]benzenoanthracene-1,4-diol. Reaction SMILES: C([C:5]1[CH:18]=[CH:17][C:16]2[C:7](=[CH:8][C:9]3[C:14]([CH:15]=2)=[CH:13][C:12](C(C)(C)C)=CC=3)[CH:6]=1)(C)(C)C.[C:23]1(=[O:30])[CH:28]=[CH:27][C:26](=[O:29])[CH:25]=[CH:24]1>>[C:23]1(=[O:30])[C:28]2[C:9]3[CH:8]=[C:7]4[C:16]([CH:17]=[CH:18][CH:5]=[CH:6]4)=[CH:15][C:14]=3[CH:13]=[CH:12][C:27]=2[C:26](=[O:29])[CH:25]=[CH:24]1. Product: C1(C=CC(C=2C=CC=3C=C4C=CC=CC4=CC3C21)=O)=O (benzenoanthracene-1,4-dione). Solvent: xylenes. Reported procedure: 6,14-di-tert-butyl-9,10-dihydro-9,10[1′,2′]benzenoanthracene-1,4-diol 45 is illustrated in FIG. 9F. 2,6-di-tert-butyl-anthracene (19.0 g, 0.0654 mol) and 1,4-benzoquinone (7.78 g, 0.072 mol) in xylenes (150 ml) was heated to reflux for 2 h. Solvent was removed in vacuo and the crude product was purified by flash chromatography (2:3, hexane:dichloromethane) to give benzenoanthracene-1,4-dione, which was dissolved in acetic acid (150 ml) and heated to reflux and a drop of aqueous HBr (48%). After ... The reactants are C(C)(C)(C)OC(NC1=C(C=CC(=C1)OCC)[N+](=O)[O-])=O ((5-ethoxy-2-nitro-phenyl)-carbamic acid tert-butyl ester). The reagents and catalysts are [Pd] (Pd/C). Yields the product C(C)(C)(C)OC(NC1=C(C=CC(=C1)OCC)N)=O ((2-Amino-5-ethoxy-phenyl)-carbamic acid tert-butyl ester), solid. RXN SMILES: [C:1]([O:5][C:6](=[O:20])[NH:7][C:8]1[CH:13]=[C:12]([O:14][CH2:15][CH3:16])[CH:11]=[CH:10][C:9]=1[N+:17]([O-])=O)([CH3:4])([CH3:3])[CH3:2]>[Pd]>[C:1]([O:5][C:6](=[O:20])[NH:7][C:8]1[CH:13]=[C:12]([O:14][CH2:15][CH3:16])[CH:11]=[CH:10][C:9]=1[NH2:17])([CH3:3])([CH3:2])[CH3:4]. Procedure: The title compound was prepared from (5-ethoxy-2-nitro-phenyl)-carbamic acid tert-butyl ester (Example A14) (8.65 g, 30.6 mmol) by hydrogenation with 10% Pd/C according to the general procedure J (method a). Obtained as a purple solid (6.45 g). Starting materials: IC (iodomethane), [H-].[Na+] (sodium hydride), [H][H] (hydrogen), NCCCNC1=NC=CC=C1 (2-(3-aminopropylamino)pyridine). Run in CS(=O)C (DMSO), O (water), CS(=O)C (DMSO). Conditions: temperature 85 celsius. The product is NCCCN(C)C1=NC=CC=C1 (2-[N-(3-aminopropyl)-N-methylamino]pyridine). Yield: 39.0%. Reaction SMILES: [H-].[Na+].[NH2:3][CH2:4][CH2:5][CH2:6][NH:7][C:8]1[CH:13]=[CH:12][CH:11]=[CH:10][N:9]=1.[H][H].I[CH3:17]>CS(C)=O.O>[NH2:3][CH2:4][CH2:5][CH2:6][N:7]([C:8]1[CH:13]=[CH:12][CH:11]=[CH:10][N:9]=1)[CH3:17] |f:0.1|. Procedure details: To a suspension of sodium hydride (0.82 g) in DMSO (20 ml) was added 2-(3-aminopropylamino)pyridine (4.7 g). The mixture was stirred and slowly heated under nitrogen to 85° C. After the evolution of hydrogen had ceased the mixture was cooled to room temperature and iodomethane (4.41 g) in DMSO (5 ml) added keeping the temperature below 35° C. After stirring for a further 30 minutes water (200 ml) was added and the resulting mixture extracted with chloroform. The extract was washed with water fol... Starting materials: C1CCOC1, COC(=O)COc1ccc(N(C)Cc2cnc(-c3ccc(C(F)(F)F)cc3)nc2C2CC2)cc1C, [Li+], [OH-]. Yields the product Cc1cc(N(C)Cc2cnc(-c3ccc(C(F)(F)F)cc3)nc2C2CC2)ccc1OCC(=O)O. As a reaction SMILES: [CH2:38]1[O:39][CH2:40][CH2:41][CH2:42]1.[CH3:1][O:2][C:3]([CH2:4][O:5][c:6]1[c:7]([CH3:34])[cH:8][c:9]([N:12]([CH3:13])[CH2:14][c:15]2[c:16]([CH:31]3[CH2:32][CH2:33]3)[n:17][c:18](-[c:21]3[cH:22][cH:23][c:24]([C:27]([F:28])([F:29])[F:30])[cH:25][cH:26]3)[n:19][cH:20]2)[cH:10][cH:11]1)=[O:35].[Li+:37].[OH-:36]>>[O:2]=[C:3]([CH2:4][O:5][c:6]1[c:7]([CH3:34])[cH:8][c:9]([N:12]([CH3:13])[CH2:14][c:15]2[c:16]([CH:31]3[CH2:32][CH2:33]3)[n:17][c:18](-[c:21]3[cH:22][cH:23][c:24]([C:27]([F:28])([F:29])[F:30])[cH:25][cH:26]3)[n:19][cH:20]2)[cH:10][cH:11]1)[OH:35]. Reactants: C1CCC2=CC(=CC=C12)S(=O)(=O)NC1=C(SC=C1)C(=O)OC (Methyl 3-(2,3-dihydro-1H-indene-5-sulfonamido)thiophene-2-carboxylate), [OH-].[Na+] (sodium hydroxide). Run in O1CCCC1 (tetrahydrofuran), CO (methanol). Run at temperature 80 celsius. The product is C1CCC2=CC(=CC=C12)S(=O)(=O)NC1=C(SC=C1)C(=O)O (3-(2,3-Dihydro-1H-indene-5-sulfonamido)thiophene-2-carboxylic acid). Isolated yield 100.8%. Reaction SMILES: [CH2:1]1[C:9]2[C:4](=[CH:5][C:6]([S:10]([NH:13][C:14]3[CH:18]=[CH:17][S:16][C:15]=3[C:19]([O:21]C)=[O:20])(=[O:12])=[O:11])=[CH:7][CH:8]=2)[CH2:3][CH2:2]1.[OH-].[Na+]>O1CCCC1.CO>[CH2:1]1[C:9]2[C:4](=[CH:5][C:6]([S:10]([NH:13][C:14]3[CH:18]=[CH:17][S:16][C:15]=3[C:19]([OH:21])=[O:20])(=[O:11])=[O:12])=[CH:7][CH:8]=2)[CH2:3][CH2:2]1 |f:1.2|. Procedure details: To a solution of 125 (0.30 g; 0.89 mmol) in tetrahydrofuran (20 mL) and methanol (7 mL) was added aqueous sodium hydroxide (20 mL; 2N) and then heated at 80° C. for 16 hours. The reaction mixture was allowed to cool to room temperature and then extracted with diethyl ether (20 mL). The aqueous layer was separated and acidified with aqueous hydrochloric acid (15 mL; 2N) then extracted with ethyl acetate (2×20 mL). The combined organic phases were dried over magnesium sulfate, filtered, and concen... The reactants are CCOCC, CC(C)O, Cl, NCC1(O)CCCc2ccccc21. Yields the product NCC1=CCCc2ccccc21. RXN SMILES: [CH3:15][CH2:16][O:17][CH2:18][CH3:19].[CH3:20][CH:21]([OH:22])[CH3:23].[ClH:14].[NH2:1][CH2:2][C:3]1([OH:13])[CH2:4][CH2:5][CH2:6][c:7]2[cH:8][cH:9][cH:10][cH:11][c:12]21>>[NH2:1][CH2:2][C:3]1=[CH:4][CH2:5][CH2:6][c:7]2[cH:8][cH:9][cH:10][cH:11][c:12]21.